This data is from the Open Reaction Database (ORD), a public repository of structured organic reaction records. The task is: describe an organic reaction: reactants, conditions, products, and yield The product is C(C1=CC=CC=C1)(=O)OCCON=C(C(=O)OCC)C(C)=O (ethyl 2-(2-benzoyloxyethoxyimino)-3-oxobutyrate). Reported procedure: 2-Bromoethyl benzoate (27.5 g.) was added dropwise to a stirred mixture of ethyl 2-hydroxyimino-3-oxobutyrate (syn isomer) (15.7 g.), potassium carbonate (20.7 g.) and N,N-dimethylformamide (25 ml.) under ice cooling over 10 minutes, and stirred at ambient temperature for 4 hours. The resultant mixture was filtered and washed with acetone. The filtrate and washings were combined and concentrated in vacuo. After adding water (100 ml.) to the residue, the solution was extracted with methylene chlo... Reaction SMILES: [C:1]([O:9][CH2:10][CH2:11]Br)(=[O:8])[C:2]1[CH:7]=[CH:6][CH:5]=[CH:4][CH:3]=1.[OH:13][N:14]=[C:15]([C:21](=[O:23])[CH3:22])[C:16]([O:18][CH2:19][CH3:20])=[O:17].C(=O)([O-])[O-].[K+].[K+]>CN(C)C=O>[C:1]([O:9][CH2:10][CH2:11][O:13][N:14]=[C:15]([C:21](=[O:23])[CH3:22])[C:16]([O:18][CH2:19][CH3:20])=[O:17])(=[O:8])[C:2]1[CH:7]=[CH:6][CH:5]=[CH:4][CH:3]=1 |f:2.3.4|. The reactants are C(C1=CC=CC=C1)(=O)OCCBr (2-Bromoethyl benzoate), ON=C(C(=O)OCC)C(C)=O (ethyl 2-hydroxyimino-3-oxobutyrate), C([O-])([O-])=O.[K+].[K+] (potassium carbonate). Run at time 4 hour. Yield: 92.4%. Solvent: CN(C=O)C (N,N-dimethylformamide). Starting materials: C(C)C1(CN(CCC1)C(=O)OC(C)(C)C)C(=O)[O-] (1-tert-butyl 3-ethylpiperidine-1,3-dicarboxylate), C(C)I (ethyl iodide), raw material. Yields the product C(C)C1(CN(CCC1)C(=O)OC(C)(C)C)C(=O)OCC (1-tert-Butyl 3-ethyl 3-ethylpiperidine-1,3-dicarboxylate). Reaction SMILES: [CH2:1]([C:3]1([C:16]([O-:18])=[O:17])[CH2:8][CH2:7][CH2:6][N:5]([C:9]([O:11][C:12]([CH3:15])([CH3:14])[CH3:13])=[O:10])[CH2:4]1)[CH3:2].[CH2:19](I)[CH3:20]>>[CH2:1]([C:3]1([C:16]([O:18][CH2:19][CH3:20])=[O:17])[CH2:8][CH2:7][CH2:6][N:5]([C:9]([O:11][C:12]([CH3:14])([CH3:13])[CH3:15])=[O:10])[CH2:4]1)[CH3:2]. Procedure details: The target was synthesized as in Production Example 11(1), using 1-tert-butyl 3-ethylpiperidine-1,3-dicarboxylate and ethyl iodide as the raw material. The reactants are BrCc1ccc2ccccc2c1, COP(OC)OC, Cc1ccccc1. Yields the product COP(=O)(Cc1ccc2ccccc2c1)OC. Reaction SMILES: [Br:1][CH2:2][c:3]1[cH:4][c:5]2[cH:6][cH:7][cH:8][cH:9][c:10]2[cH:11][cH:12]1.[CH3:13][O:14][P:15]([O:16][CH3:17])[O:18][CH3:19].[CH3:20][c:21]1[cH:22][cH:23][cH:24][cH:25][cH:26]1>>[CH2:2]([c:3]1[cH:4][c:5]2[cH:6][cH:7][cH:8][cH:9][c:10]2[cH:11][cH:12]1)[P:15]([O:14][CH3:13])([O:16][CH3:17])=[O:18]. The product is CNCC=1C=C(C=CC1)OCOCCOC (3-[(Methylamino)-methyl]-(2-methoxyethoxy-methoxy)-benzene). Procedure: To a solution of 3-(2-methoxyethoxy-methoxy)-benzaldehyde (2.10 g, 10 mmol, example 8a) in THF (60 mL) is added methylamine (20 mL, 2M in THF) followed by palladium on carbon (210 mg, 10% Pd). The resulting mixture is stirred for 24 h under an atmosphere of hydrogen gas, then purged with nitrogen, filtered through celite and the filtrate concentrated. The residue is purified by flash chromatography (silica, 10% methanol in dichloromethane) to give the title compound as an oil. Reagents/catalysts: [Pd] (palladium on carbon). The solvent is C1CCOC1 (THF). Reaction conditions: time 24 hour. RXN SMILES: [CH3:1][O:2][CH2:3][CH2:4][O:5][CH2:6][O:7][C:8]1[CH:9]=[C:10]([CH:13]=[CH:14][CH:15]=1)[CH:11]=O.[CH3:16][NH2:17]>C1COCC1.[Pd]>[CH3:16][NH:17][CH2:11][C:10]1[CH:9]=[C:8]([O:7][CH2:6][O:5][CH2:4][CH2:3][O:2][CH3:1])[CH:15]=[CH:14][CH:13]=1. The reactants are COCCOCOC=1C=C(C=O)C=CC1 (3-[(2-Methoxyethoxy)-methoxy]-benzaldehyde), CN (methylamine). Reactants: COc1ccc(CC[N+](=O)[O-])cc1OC, O=C(CCI)CCc1ccc(F)cc1, C1CCOC1. Yields the product COc1ccc(CC(CCC(=O)CCc2ccc(F)cc2)[N+](=O)[O-])cc1OC. RXN SMILES: [CH3:1][O:2][c:3]1[cH:4][c:5]([CH2:11][CH2:12][N+:13](=[O:14])[O-:15])[cH:6][cH:7][c:8]1[O:9][CH3:10].[I:16][CH2:17][CH2:18][C:19]([CH2:20][CH2:21][c:22]1[cH:23][cH:24][c:25]([F:28])[cH:26][cH:27]1)=[O:29].[O:30]1[CH2:31][CH2:32][CH2:33][CH2:34]1>>[CH3:1][O:2][c:3]1[cH:4][c:5]([CH2:11][CH:12]([N+:13](=[O:14])[O-:15])[CH2:17][CH2:18][C:19]([CH2:20][CH2:21][c:22]2[cH:23][cH:24][c:25]([F:28])[cH:26][cH:27]2)=[O:29])[cH:6][cH:7][c:8]1[O:9][CH3:10]. Reactants: [N+](=O)([O-])C=1C=CC=C2C=C(C=NC12)Br (8-nitro-3-bromoquinoline), C(CCC)[Sn](C=C)(CCCC)CCCC (tri-n-butyl(vinyl)tin). The reagents and catalysts are C=1C=CC(=CC1)[P](C=2C=CC=CC2)(C=3C=CC=CC3)[Pd]([P](C=4C=CC=CC4)(C=5C=CC=CC5)C=6C=CC=CC6)([P](C=7C=CC=CC7)(C=8C=CC=CC8)C=9C=CC=CC9)[P](C=1C=CC=CC1)(C=1C=CC=CC1)C=1C=CC=CC1 (tetrakis(triphenylphosphine)palladium(0)). The solvent is C(OC)COC (dimethoxyethane). Product: [N+](=O)([O-])C=1C=CC=C2C=C(C=NC12)C=C (8-nitro-3-vinylquinoline). Isolated yield 53.5%. Reaction SMILES: [N+:1]([C:4]1[CH:5]=[CH:6][CH:7]=[C:8]2[C:13]=1[N:12]=[CH:11][C:10](Br)=[CH:9]2)([O-:3])=[O:2].[CH2:15]([Sn](CCCC)(CCCC)C=C)[CH2:16]CC>C(COC)OC.C1C=CC([P]([Pd]([P](C2C=CC=CC=2)(C2C=CC=CC=2)C2C=CC=CC=2)([P](C2C=CC=CC=2)(C2C=CC=CC=2)C2C=CC=CC=2)[P](C2C=CC=CC=2)(C2C=CC=CC=2)C2C=CC=CC=2)(C2C=CC=CC=2)C2C=CC=CC=2)=CC=1>[N+:1]([C:4]1[CH:5]=[CH:6][CH:7]=[C:8]2[C:13]=1[N:12]=[CH:11][C:10]([CH:15]=[CH2:16])=[CH:9]2)([O-:3])=[O:2] |^1:39,41,60,79|. Reported procedure: A mixture of 8-nitro-3-bromoquinoline (300 mg), tri-n-butyl(vinyl)tin (491 mg) and tetrakis(triphenylphosphine)palladium(0) (28 mg) in dimethoxyethane (6 ml) was refluxed for 1 hour. The mixture was concentrated in vacuo, and the residue was purified by column chromatography on silica gel (n-hexane-toluene) to give 8-nitro-3-vinylquinoline (127 mg). Starting materials: C(CCCCCCCCCCCCCCCCC)N(CCCCCCCCCCCCCCCCCC)CCCCCCCCCCCCCCCCCC (trioctadecylamine), C(C1=CC=CC=C1)Br (benzyl bromide). The solvent is C1CCOC1 (THF). Reaction conditions: time 1 day. Product: [Br-].C(C1=CC=CC=C1)[N+](CCCCCCCCCCCCCCCCCC)(CCCCCCCCCCCCCCCCCC)CCCCCCCCCCCCCCCCCC (N-benzyl-N,N,N-trioctadecylammonium bromide). As a reaction SMILES: [CH2:1]([N:19]([CH2:38][CH2:39][CH2:40][CH2:41][CH2:42][CH2:43][CH2:44][CH2:45][CH2:46][CH2:47][CH2:48][CH2:49][CH2:50][CH2:51][CH2:52][CH2:53][CH2:54][CH3:55])[CH2:20][CH2:21][CH2:22][CH2:23][CH2:24][CH2:25][CH2:26][CH2:27][CH2:28][CH2:29][CH2:30][CH2:31][CH2:32][CH2:33][CH2:34][CH2:35][CH2:36][CH3:37])[CH2:2][CH2:3][CH2:4][CH2:5][CH2:6][CH2:7][CH2:8][CH2:9][CH2:10][CH2:11][CH2:12][CH2:13][CH2:14][CH2:15][CH2:16][CH2:17][CH3:18].[CH2:56]([Br:63])[C:57]1[CH:62]=[CH:61][CH:60]=[CH:59][CH:58]=1>C1COCC1>[Br-:63].[CH2:56]([N+:19]([CH2:1][CH2:2][CH2:3][CH2:4][CH2:5][CH2:6][CH2:7][CH2:8][CH2:9][CH2:10][CH2:11][CH2:12][CH2:13][CH2:14][CH2:15][CH2:16][CH2:17][CH3:18])([CH2:20][CH2:21][CH2:22][CH2:23][CH2:24][CH2:25][CH2:26][CH2:27][CH2:28][CH2:29][CH2:30][CH2:31][CH2:32][CH2:33][CH2:34][CH2:35][CH2:36][CH3:37])[CH2:38][CH2:39][CH2:40][CH2:41][CH2:42][CH2:43][CH2:44][CH2:45][CH2:46][CH2:47][CH2:48][CH2:49][CH2:50][CH2:51][CH2:52][CH2:53][CH2:54][CH3:55])[C:57]1[CH:62]=[CH:61][CH:60]=[CH:59][CH:58]=1 |f:3.4|. Procedure details: N-benzyl-N,N,N-trioctadecylammonium bromide is prepared according to the following process. 0.10 g (0.13 mmol) trioctadecylamine, 0.30 ml (2.5 mmol) benzyl bromide (98%, Aldrich), and 3 ml THF (certified grade, Fisher) are placed into a 10 ml round-bottomed flask. The mixture is refluxed under a dry nitrogen atmosphere with stirring for 1 day. 80 mg (65%) white solid, mp 82°-83° C., is recovered after the solvent is evaporated, and the residue is recrystallized twice in a mix of hexane and ether...